From a dataset of the Open Reaction Database (ORD), a public repository of structured organic reaction records. describe an organic reaction: reactants, conditions, products, and yield Starting materials: BrCCCCOC1=CC2=C(C(=NS2)C2=CC=C(C=C2)Cl)C=C1 (6-(4-Bromo-butoxy)-3-(4-chloro-phenyl)-benzo[d]isothiazole), CNCC1CC1 (N-Methylcyclopropanemethylamine). Yields the product ClC1=CC=C(C=C1)C1=NSC2=C1C=CC(=C2)OCCCCN(C)CC2CC2 ({4-[3-(4-Chloro-phenyl)-benzo[d]isothiazol-6-yloxy]-butyl}-cyclopropylmethyl-methyl-amine). Reaction SMILES: Br[CH2:2][CH2:3][CH2:4][CH2:5][O:6][C:7]1[CH:22]=[CH:21][C:10]2[C:11]([C:14]3[CH:19]=[CH:18][C:17]([Cl:20])=[CH:16][CH:15]=3)=[N:12][S:13][C:9]=2[CH:8]=1.[CH3:23][NH:24][CH2:25][CH:26]1[CH2:28][CH2:27]1>>[Cl:20][C:17]1[CH:18]=[CH:19][C:14]([C:11]2[C:10]3[CH:21]=[CH:22][C:7]([O:6][CH2:5][CH2:4][CH2:3][CH2:2][N:24]([CH2:25][CH:26]4[CH2:28][CH2:27]4)[CH3:23])=[CH:8][C:9]=3[S:13][N:12]=2)=[CH:15][CH:16]=1. Procedure: According to the method in example 7, 6-(4-Bromo-butoxy)-3-(4-chloro-phenyl)-benzo[d]isothiazole and N-Methylcyclopropanemethylamine were converted to yield {4-[3-(4-Chloro-phenyl)-benzo[d]isothiazol-6-yloxy]-butyl}-cyclopropylmethyl-methyl-amine, MS: 401 (MH+, 1Cl). Reactants: C(CS)(=O)OC (methyl thioglycolate), C(C=C)(=O)OC (methyl acrylate), COC(=O)C1=CSC=C1N (4-amino-thiophene-3-carboxylic acid methyl ester), ( 21 ). Product: ( II ), COC(CCSCC(=O)OC)=O (3-methoxycarbonylmethylsulfanyl-propionic acid methyl ester). RXN SMILES: [CH3:1][O:2][C:3]([C:5]1C(N)=CS[CH:6]=1)=[O:4].[C:11]([O:15][CH3:16])(=[O:14])[CH2:12][SH:13].C(OC)(=O)C=C>>[CH3:1][O:2][C:3](=[O:4])[CH2:5][CH2:6][S:13][CH2:12][C:11]([O:15][CH3:16])=[O:14]. Procedure: Compounds of structure (II) were prepared by using 4-amino-thiophene-3-carboxylic acid methyl ester, as depicted by formula (21), as a starting material. To make this compound, methyl thioglycolate was reacted with methyl acrylate to yield intermediate 3-methoxycarbonylmethylsulfanyl-propionic acid methyl ester, depicted by formula (18), which was cyclized to 4-oxo-tetrahydro-thiophene-3-carboxylic acid methyl ester, depicted by formula (19). This intermediate was reacted with hydroxylamine hydr... Starting materials: C(C)(=O)C=1C=NN(C1C)C1=NC=CC=C1Cl (4-Acetyl-1-(3-chloro-2-pyridyl)-5-methylpyrazole), Cl.ClC=1C=C(C=CC1)N1N=CC=C1 (1-(3-chlorophenyl)pyrazole hydrochloride), p-formaldehyde. Yields the product ClC=1C=C(C=CC1)N1CCN(CC1)CCC(=O)C=1C=NN(C1C)C1=NC=CC=C1Cl (3-[4-(3-Chlorophenyl)-1-piperazinyl]-1-[1-(3-chloro-2-pyridyl)-5-methyl-4-pyrazolyl]-1-propanone). Yield: 71.9%. RXN SMILES: [C:1]([C:4]1[CH:5]=[N:6][N:7]([C:10]2[C:15]([Cl:16])=[CH:14][CH:13]=[CH:12][N:11]=2)[C:8]=1[CH3:9])(=[O:3])[CH3:2].Cl.[Cl:18][C:19]1[CH:20]=[C:21]([N:25]2[CH:29]=[CH:28]C=N2)[CH:22]=[CH:23][CH:24]=1>>[Cl:18][C:19]1[CH:20]=[C:21]([N:25]2[CH2:29][CH2:28][N:7]([CH2:10][CH2:2][C:1]([C:4]3[CH:5]=[N:6][N:7]([C:10]4[C:15]([Cl:16])=[CH:14][CH:13]=[CH:12][N:11]=4)[C:8]=3[CH3:9])=[O:3])[CH2:8][CH2:4]2)[CH:22]=[CH:23][CH:24]=1 |f:1.2|. Procedure: 4-Acetyl-1-(3-chloro-2-pyridyl)-5-methylpyrazole (648 mg), 1-(3-chlorophenyl)pyrazole hydrochloride (641 mg), and p-formaldehyde (1.65 g) were reacted, and the product was worked up in the same manner as in Example 5-(4) to yield 439 mg of the title compound. Procedure details: N-[5-(3,4,5,6-Tetramethoxy-2-methylbenzyl)-2-benzyloxybenzoyl]morpholine (1.27 g, 2.59 mmol) was dissolved in ethanol (50 ml) and the resulting solution was added to an ethanol suspension (5 ml) of 5% Pd—C (0.200 g) and stirred at room temperature for 16 hours in a hydrogen stream. The reaction solution was filtered, the filtrate was concentrated and the obtained residue was recrystallized from ether to obtain the titled compound (1.00 g, 2.49 mmol, 96%). Yield: 96.1%. Reagents/catalysts: [Pd] (Pd—C). Reaction SMILES: [CH3:1][O:2][C:3]1[C:4]([CH3:38])=[C:5]([C:29]([O:36][CH3:37])=[C:30]([O:34][CH3:35])[C:31]=1[O:32][CH3:33])[CH2:6][C:7]1[CH:8]=[CH:9][C:10]([O:21]CC2C=CC=CC=2)=[C:11]([CH:20]=1)[C:12]([N:14]1[CH2:19][CH2:18][O:17][CH2:16][CH2:15]1)=[O:13].[H][H]>C(O)C.[Pd]>[CH3:1][O:2][C:3]1[C:4]([CH3:38])=[C:5]([C:29]([O:36][CH3:37])=[C:30]([O:34][CH3:35])[C:31]=1[O:32][CH3:33])[CH2:6][C:7]1[CH:8]=[CH:9][C:10]([OH:21])=[C:11]([CH:20]=1)[C:12]([N:14]1[CH2:15][CH2:16][O:17][CH2:18][CH2:19]1)=[O:13]. Solvent: C(C)O (ethanol), C(C)O (ethanol). Reactants: COC=1C(=C(CC=2C=CC(=C(C(=O)N3CCOCC3)C2)OCC2=CC=CC=C2)C(=C(C1OC)OC)OC)C (N-[5-(3,4,5,6-Tetramethoxy-2-methylbenzyl)-2-benzyloxybenzoyl]morpholine), [H][H] (hydrogen). Yields the product COC=1C(=C(CC=2C=CC(=C(C(=O)N3CCOCC3)C2)O)C(=C(C1OC)OC)OC)C (N-[5-(3,4,5,6-Tetramethoxy-2-methylbenzyl)-2-hydroxybenzoyl]morpholine). Reactants: CCCCc1nnc(SCC(=O)OC)n1Cc1ccc(N)cc1, O=C1OC(=O)c2ccccc21, C1CCOC1. Product: CCCCc1nnc(SCC(=O)OC)n1Cc1ccc(NC(=O)c2ccccc2C(=O)O)cc1. RXN SMILES: [NH2:1][c:2]1[cH:3][cH:4][c:5]([CH2:6][n:7]2[c:8]([CH2:18][CH2:19][CH2:20][CH3:21])[n:9][n:10][c:11]2[S:12][CH2:13][C:14](=[O:15])[O:16][CH3:17])[cH:22][cH:23]1.[O:24]=[C:25]1[O:26][C:27](=[O:28])[c:29]2[cH:30][cH:31][cH:32][cH:33][c:34]21.[O:35]1[CH2:36][CH2:37][CH2:38][CH2:39]1>>[NH:1]([c:2]1[cH:3][cH:4][c:5]([CH2:6][n:7]2[c:8]([CH2:18][CH2:19][CH2:20][CH3:21])[n:9][n:10][c:11]2[S:12][CH2:13][C:14](=[O:15])[O:16][CH3:17])[cH:22][cH:23]1)[C:27](=[O:28])[c:29]1[cH:30][cH:31][cH:32][cH:33][c:34]1[C:25](=[O:24])[OH:26]. The reactants are CC(=O)O, CO, ClC(Cl)Cl, Cl, Cc1cc(Cn2cnc3c(Cl)nc(N)nc32)c(C)s1, [Na+], [OH-]. The product is Cc1cc(Cn2cnc3c(=O)[nH]c(N)nc32)c(C)s1. Reaction SMILES: [CH3:23][C:24]([OH:25])=[O:26].[CH3:31][OH:32].[CH:27]([Cl:28])([Cl:29])[Cl:30].[ClH:20].[NH2:1][c:2]1[n:3][c:4]([Cl:19])[c:5]2[n:6][cH:7][n:8]([CH2:11][c:12]3[c:13]([CH3:18])[s:14][c:15]([CH3:17])[cH:16]3)[c:9]2[n:10]1.[Na+:22].[OH-:21]>>[NH2:1][c:2]1[nH:3][c:4](=[O:25])[c:5]2[n:6][cH:7][n:8]([CH2:11][c:12]3[c:13]([CH3:18])[s:14][c:15]([CH3:17])[cH:16]3)[c:9]2[n:10]1.